describe an organic reaction: reactants, conditions, products, and yield From a dataset of the Open Reaction Database (ORD), a public repository of structured organic reaction records. The reactants are COc1ccc(P2(=S)SP(=S)(c3ccc(OC)cc3)S2)cc1, CC(=O)NCC1CN(c2ccc(N3CCC4(CC3)NC(=O)NC4=O)c(F)c2)C(=O)O1, C1COCCO1. Product: CC(=S)NCC1CN(c2ccc(N3CCC4(CC3)NC(=O)NC4=O)c(F)c2)C(=O)O1. RXN SMILES: [CH3:31][O:32][c:33]1[cH:34][cH:35][c:36]([P:37]2(=[S:40])[S:38][P:39]([c:41]3[cH:42][cH:43][c:44]([O:45][CH3:46])[cH:47][cH:48]3)(=[S:49])[S:50]2)[cH:51][cH:52]1.[F:1][c:2]1[cH:3][c:4]([N:20]2[C:21](=[O:30])[O:22][CH:23]([CH2:25][NH:26][C:27]([CH3:28])=[O:29])[CH2:24]2)[cH:5][cH:6][c:7]1[N:8]1[CH2:9][CH2:10][C:11]2([CH2:12][CH2:13]1)[NH:14][C:15](=[O:19])[NH:16][C:17]2=[O:18].[O:53]1[CH2:54][CH2:55][O:56][CH2:57][CH2:58]1>>[F:1][c:2]1[cH:3][c:4]([N:20]2[C:21](=[O:30])[O:22][CH:23]([CH2:25][NH:26][C:27]([CH3:28])=[S:40])[CH2:24]2)[cH:5][cH:6][c:7]1[N:8]1[CH2:9][CH2:10][C:11]2([CH2:12][CH2:13]1)[NH:14][C:15](=[O:19])[NH:16][C:17]2=[O:18]. The reactants are 53g, C(CCC)(=O)Cl (butyryl chloride), 67g, C(C)(C)(C)C1=CC=CC=C1 (tert-butyl benzene). Yields the product C(C)(C)(C)C1=CC=C(C=C1)C(CCC)=O (4'tert-Butylbutyrophenone). RXN SMILES: [C:1](Cl)(=[O:5])[CH2:2][CH2:3][CH3:4].[C:7]([C:11]1[CH:16]=[CH:15][CH:14]=[CH:13][CH:12]=1)([CH3:10])([CH3:9])[CH3:8]>>[C:7]([C:11]1[CH:16]=[CH:15][C:14]([C:1](=[O:5])[CH2:2][CH2:3][CH3:4])=[CH:13][CH:12]=1)([CH3:10])([CH3:9])[CH3:8]. Procedure: The procedure of Example 3 was followed for the reaction of 53g (0.5 mole) of butyryl chloride with 67g (0.5 mole) of tert-butyl benzene. Obtained after high vacuum concentration was 94g of a clear liquid. A VPC analysis indicated a pure product. Ir (film) 3.5 (s), 5.9 (s) microns; nmr (CDCl3) 7.65 (4H, center doublet of doublets), 2.9 (2H, t), 1.75 (2H, sextet), 1.3 (9H, s), 0.95 (3H, t) ppm. Starting materials: COC(=O)NN, CO, ClCCl, O=C1CCN(c2ccc(N3CC(COc4ccon4)OC3=O)cc2F)CC1. The product is COC(=O)NN=C1CCN(c2ccc(N3CC(COc4ccon4)OC3=O)cc2F)CC1. RXN SMILES: [C:28]([NH:29][NH2:30])(=[O:31])[O:32][CH3:33].[CH3:34][OH:35].[Cl:36][CH2:37][Cl:38].[O:1]=[C:2]1[CH2:3][CH2:4][N:5]([c:8]2[c:9]([F:27])[cH:10][c:11]([N:14]3[C:15](=[O:26])[O:16][CH:17]([CH2:19][O:20][c:21]4[n:22][o:23][cH:24][cH:25]4)[CH2:18]3)[cH:12][cH:13]2)[CH2:6][CH2:7]1>>[C:2]1(=[N:30][NH:29][C:28](=[O:31])[O:32][CH3:33])[CH2:3][CH2:4][N:5]([c:8]2[c:9]([F:27])[cH:10][c:11]([N:14]3[C:15](=[O:26])[O:16][CH:17]([CH2:19][O:20][c:21]4[n:22][o:23][cH:24][cH:25]4)[CH2:18]3)[cH:12][cH:13]2)[CH2:6][CH2:7]1.